From a dataset of the Open Reaction Database (ORD), a public repository of structured organic reaction records. describe an organic reaction: reactants, conditions, products, and yield Reactants: O=[Al-]=O.[Na+] (sodium aluminate), [Si]([O-])([O-])([O-])[O-].[Na+].[Na+].[Na+].[Na+] (sodium silicate). The solvent is stainless steel. Run at temperature 75 celsius. Product: [O-][Si](=O)[O-].[O-][Si](=O)[O-].[Na+].[Al+3] (sodium aluminosilicate). As a reaction SMILES: O=[Al-:2]=O.[Na+:4].[Si:5]([O-])([O-:8])([O-:7])[O-:6].[Na+].[Na+].[Na+].[Na+]>>[O-:7][Si:5]([O-:8])=[O:6].[O-:7][Si:5]([O-:8])=[O:6].[Na+:4].[Al+3:2] |f:0.1,2.3.4.5.6,7.8.9.10|. Reported procedure: By using the above-mentioned three kinds of starting materials, the sodium aluminate solution was heated at 90° C. and stirred, and to which was mixed sodium silicate solution heated at 75° C. over a period of 12 minutes (maintaining a temperature of not lower than 80° C.) such that the total amount of the reaction solution was 5 kg in a 10-liter stainless steel container, in order to form a sodium aluminosilicate which as a whole was in a homogeneous gel-like form having the below-mentioned mol... Reactants: CCOC(=O)CC#N, CC(=O)[O-], CCOC(C)=O, CC(=O)O, CC(=O)c1ccccc1Cl, [NH4+], c1ccccc1. Product: CCOC(=O)C(C#N)=C(C)c1ccccc1Cl. As a reaction SMILES: [C:11](#[N:12])[CH2:13][C:14](=[O:15])[O:16][CH2:17][CH3:18].[CH3:20][C:21](=[O:22])[O-:23].[CH3:24][CH2:25][O:26][C:27](=[O:28])[CH3:29].[CH3:30][C:31](=[O:32])[OH:33].[Cl:1][c:2]1[c:3]([C:8]([CH3:9])=[O:10])[cH:4][cH:5][cH:6][cH:7]1.[NH4+:19].[cH:34]1[cH:35][cH:36][cH:37][cH:38][cH:39]1>>[Cl:1][c:2]1[c:3]([C:8]([CH3:9])=[C:13]([C:11]#[N:12])[C:14](=[O:15])[O:16][CH2:17][CH3:18])[cH:4][cH:5][cH:6][cH:7]1. Starting materials: COC(=O)C(=O)Cl, Nc1ccc(Br)cn1. Product: COC(=O)C(=O)Nc1ccc(Br)cn1. RXN SMILES: [Cl:9][C:10]([C:11](=[O:12])[O:13][CH3:14])=[O:15].[NH2:1][c:2]1[n:3][cH:4][c:5]([Br:8])[cH:6][cH:7]1>>[NH:1]([c:2]1[n:3][cH:4][c:5]([Br:8])[cH:6][cH:7]1)[C:10]([C:11](=[O:12])[O:13][CH3:14])=[O:15]. Starting materials: FC(C(=O)N[C@@H](CCCCNC(C(F)(F)F)=O)C(=O)O)(F)F (N,N'-bis-trifluoroacetyl-L-lysine), ON1C(CCC1=O)=O (N-hydroxysuccinimide). Yields the product FC(C(=O)N[C@@H](CCCCNC(C(F)(F)F)=O)C(=O)OC1C(=O)NC(C1)=O)(F)F (N,N'-bis-trifluoroacetyl-L-lysyloxy succinimide). Reaction SMILES: [F:1][C:2]([F:22])([F:21])[C:3]([NH:5][C@H:6]([C:18]([OH:20])=[O:19])[CH2:7][CH2:8][CH2:9][CH2:10][NH:11][C:12](=[O:17])[C:13]([F:16])([F:15])[F:14])=[O:4].O[N:24]1[C:28](=[O:29])[CH2:27][CH2:26][C:25]1=[O:30]>>[F:1][C:2]([F:21])([F:22])[C:3]([NH:5][C@H:6]([C:18]([O:20][CH:26]1[CH2:27][C:28](=[O:29])[NH:24][C:25]1=[O:30])=[O:19])[CH2:7][CH2:8][CH2:9][CH2:10][NH:11][C:12](=[O:17])[C:13]([F:15])([F:16])[F:14])=[O:4]. Procedure details: N,N'-bis-trifluoroacetyl-L-lysine is treated with N-hydroxysuccinimide according to Example 2A to obtain N,N'-bis-trifluoroacetyl-L-lysyloxy succinimide; [α]D26 -31.4° (EtOH); νmax (KBr) 1810, 1790, 1740, 1700 cm-1. This product (473 mg) is added under nitrogen to amphotericin B (500 mg) in 5 ml of a 9:1 dimethylsulfoxide:methanol mixture. After 3.5 hours, 6 ml of methanol is added and the mixture is added dropwise to excess ether. A fine, yellow precipitate is allowed to settle with cooling ove... Reactants: CCO, CC(C)[Si](OCCN1C(=O)COc2ccc(COC3CCCCO3)cc21)(C(C)C)C(C)C, Cc1ccc(S(=O)(=O)[O-])cc1, c1cc[nH+]cc1. Yields the product CC(C)[Si](OCCN1C(=O)COc2ccc(CO)cc21)(C(C)C)C(C)C. RXN SMILES: [CH3:50][CH2:51][OH:52].[O:1]1[CH2:2][CH2:3][CH2:4][CH2:5][CH:6]1[O:7][CH2:8][c:9]1[cH:10][cH:11][c:12]2[c:13]([cH:32]1)[N:14]([CH2:19][CH2:20][O:21][Si:22]([CH:23]([CH3:24])[CH3:25])([CH:26]([CH3:27])[CH3:28])[CH:29]([CH3:30])[CH3:31])[C:15](=[O:18])[CH2:16][O:17]2.[c:33]1([CH3:34])[cH:35][cH:36][c:37]([S:38]([O-:39])(=[O:40])=[O:41])[cH:42][cH:43]1.[nH+:44]1[cH:45][cH:46][cH:47][cH:48][cH:49]1>>[OH:7][CH2:8][c:9]1[cH:10][cH:11][c:12]2[c:13]([cH:32]1)[N:14]([CH2:19][CH2:20][O:21][Si:22]([CH:23]([CH3:24])[CH3:25])([CH:26]([CH3:27])[CH3:28])[CH:29]([CH3:30])[CH3:31])[C:15](=[O:18])[CH2:16][O:17]2.